Dataset: the Open Reaction Database (ORD), a public repository of structured organic reaction records. Task: describe an organic reaction: reactants, conditions, products, and yield Starting materials: ClC=1C=CC=2N(N1)C=C(N2)C(=O)OCC (ethyl 6-chloroimidazo[1,2-b]pyridazine-2-carboxylate), NC=1SC(=CC1C(=O)N)C1=C(C=C(C=C1F)C(C)(C)O)F (2-amino-5-[2,6-difluoro-4-(1-hydroxy-1-methylethyl)phenyl]thiophene-3-carboxamide). Product: NC(=O)C1=C(SC(=C1)C1=C(C=C(C=C1F)C(C)(C)O)F)NC=1C=CC=2N(N1)C=C(N2)C(=O)OCC (Ethyl 6-({3-(aminocarbonyl)-5-[2,6-difluoro-4-(1-hydroxy-1-methylethyl)phenyl]-2-thienyl}amino)imidazo[1,2-b]pyridazine-2-carboxylate). Reaction SMILES: Cl[C:2]1[CH:3]=[CH:4][C:5]2[N:6]([CH:8]=[C:9]([C:11]([O:13][CH2:14][CH3:15])=[O:12])[N:10]=2)[N:7]=1.[NH2:16][C:17]1[S:18][C:19]([C:25]2[C:30]([F:31])=[CH:29][C:28]([C:32]([OH:35])([CH3:34])[CH3:33])=[CH:27][C:26]=2[F:36])=[CH:20][C:21]=1[C:22]([NH2:24])=[O:23]>>[NH2:24][C:22]([C:21]1[CH:20]=[C:19]([C:25]2[C:30]([F:31])=[CH:29][C:28]([C:32]([OH:35])([CH3:34])[CH3:33])=[CH:27][C:26]=2[F:36])[S:18][C:17]=1[NH:16][C:2]1[CH:3]=[CH:4][C:5]2[N:6]([CH:8]=[C:9]([C:11]([O:13][CH2:14][CH3:15])=[O:12])[N:10]=2)[N:7]=1)=[O:23]. Procedure: The title compound was prepared as described in Example 1, Step 5 using ethyl 6-chloroimidazo[1,2-b]pyridazine-2-carboxylate (430 mg, 1.92 mmol) and 2-amino-5-[2,6-difluoro-4-(1-hydroxy-1-methylethyl)phenyl]thiophene-3-carboxamide (400 mg, 1.28 mmol) as starting materials. Starting materials: CC(=O)OC(C)=O, Cl, O=C(O)c1ccc(O)c([N+](=O)[O-])c1, c1ccncc1. Reaction SMILES: [CH3:1][C:2](=[O:3])[O:4][C:5](=[O:6])[CH3:7].[ClH:21].[OH:8][c:9]1[c:10]([N+:18](=[O:19])[O-:20])[cH:11][c:12]([C:13](=[O:14])[OH:15])[cH:16][cH:17]1.[cH:22]1[cH:23][cH:24][n:25][cH:26][cH:27]1>>[CH3:1][C:2](=[O:3])[O:8][c:9]1[c:10]([N+:18](=[O:19])[O-:20])[cH:11][c:12]([C:13](=[O:14])[OH:15])[cH:16][cH:17]1. The product is CC(=O)Oc1ccc(C(=O)O)cc1[N+](=O)[O-]. Starting materials: BrC=1C=CC=2C3=C(C=NC2C1)N=C(N3CCNC(OC(C)(C)C)=O)CCl (tert-butyl 2-[7-bromo-2-(chloromethyl)-1H-imidazo[4,5-c]quinolin-1-yl]ethylcarbamate), CC(C)([O-])C.[K+] (potassium tert-butoxide), solution. The solvent is C1CCOC1 (THF). Run at time 8 hour. Yields the product BrC1=CC=C2C3=C(C=NC2=C1)N=C1N3CCN(C1)C(=O)OC(C)(C)C (tert-butyl 3-bromo-10,11-dihydropyrazino [1′,2′:1,2]imidazo[4,5-c]quinohne-9(8H)-carboxylate), crude mixture. Reaction SMILES: [Br:1][C:2]1[CH:3]=[CH:4][C:5]2[C:6]3[N:14]([CH2:15][CH2:16][NH:17][C:18](=[O:24])[O:19][C:20]([CH3:23])([CH3:22])[CH3:21])[C:13]([CH2:25]Cl)=[N:12][C:7]=3[CH:8]=[N:9][C:10]=2[CH:11]=1.CC(C)([O-])C.[K+]>C1COCC1>[Br:1][C:2]1[CH:11]=[C:10]2[C:5]([C:6]3[N:14]4[CH2:15][CH2:16][N:17]([C:18]([O:19][C:20]([CH3:23])([CH3:22])[CH3:21])=[O:24])[CH2:25][C:13]4=[N:12][C:7]=3[CH:8]=[N:9]2)=[CH:4][CH:3]=1 |f:1.2|. Reported procedure: The method described in Part D of Example 365 was used to treat tert-butyl 2-[7-bromo-2-(chloromethyl)-1H-imidazo[4,5-c]quinolin-1-yl]ethylcarbamate (10.0 g, 22.7 mmol) with potassium tert-butoxide (27.29 mL of a 1 M solution in THF) with the modification that the reaction was stirred overnight to provide tert-butyl 3-bromo-10,11-dihydropyrazino [1′,2′:1,2]imidazo[4,5-c]quinohne-9(8H)-carboxylate in a crude mixture. Starting materials: BrCCCOC1=CC=C(C=O)C=C1 (4-(3-bromopropyloxy)benzaldehyde), [N-]=[N+]=[N-].[Na+] (sodium azide), O (water). The solvent is CS(=O)C (DMSO). Reaction conditions: time 16 hour. Yields the product N(=[N+]=[N-])CCCOC1=CC=C(C=O)C=C1 (4-(3-Azidopropyloxy)benzaldehyde). The yield is 92.4%. RXN SMILES: Br[CH2:2][CH2:3][CH2:4][O:5][C:6]1[CH:13]=[CH:12][C:9]([CH:10]=[O:11])=[CH:8][CH:7]=1.[N-:14]=[N+:15]=[N-:16].[Na+].O>CS(C)=O>[N:14]([CH2:2][CH2:3][CH2:4][O:5][C:6]1[CH:13]=[CH:12][C:9]([CH:10]=[O:11])=[CH:8][CH:7]=1)=[N+:15]=[N-:16] |f:1.2|. Procedure: A mixture of 4-(3-bromopropyloxy)benzaldehyde (3.5 g, 14.5 mmol) and sodium azide (29 mmol, 1.9 g) in DMSO (70 ml) was stirred for 16 h, poured into water (100 ml) and extracted twice with diethyl ether. The extracts were washed with water (50 ml) and saturated aqueous sodium chloride, dried over sodium sulphate and evaporated to give a colourless oil (2.75 g). M+ 205; 360 MHz 1H n.m.r (CDCl3) 7.84 (2H, d, J 11 Hz), 7.02 (2H, d, J 11 Hz), 4.14 (2H, t, J 5.9 Hz), 3.55 (2 H, t, J 6.5 Hz), 2.09 (2 ... Reactants: Cl.NC1=CC=2CC3=C(NC(C=4N3C=CN4)=O)C2C=C1 (8-amino-5H,10H-imidazo[1,2-a]indeno[1,2-e]pyrazine-4-one hydrochloride), CN(C=O)C (dimethylformamide), FC=1C=C(C=CC1)N=C=O (3-fluorophenyl isocyanate). Solvent: C(C)N(CC)CC (triethylamine). Yields the product FC=1C=C(C=CC1)NC(NC1=CC=2CC3=C(NC(C=4N3C=CN4)=O)C2C=C1)=O (8-[3-(3-fluoro-phenyl)ureido]-5H,10H-imidazo[1,2-a]indeno[1,2-e]-pyrazine-4-one). The yield is 21.5%. As a reaction SMILES: Cl.[NH2:2][C:3]1[CH:19]=[CH:18][C:17]2[C:8]3[NH:9][C:10](=[O:16])[C:11]4[N:12]([CH:13]=[CH:14][N:15]=4)[C:7]=3[CH2:6][C:5]=2[CH:4]=1.CN(C)C=O.[F:25][C:26]1[CH:27]=[C:28]([N:32]=[C:33]=[O:34])[CH:29]=[CH:30][CH:31]=1>C(N(CC)CC)C>[F:25][C:26]1[CH:27]=[C:28]([NH:32][C:33](=[O:34])[NH:2][C:3]2[CH:19]=[CH:18][C:17]3[C:8]4[NH:9][C:10](=[O:16])[C:11]5[N:12]([CH:13]=[CH:14][N:15]=5)[C:7]=4[CH2:6][C:5]=3[CH:4]=2)[CH:29]=[CH:30][CH:31]=1 |f:0.1|. Reported procedure: The preparation is carried out as in Example 36 but from 1.5 g of 8-amino-5H,10H-imidazo[1,2-a]indeno[1,2-e]pyrazine-4-one hydrochloride, 30 ml of dimethylformamide, 0.97 g of triethylamine and 2.64 g of 3-fluorophenyl isocyanate. There is obtained 0.44 g of 8-[3-(3-fluoro-phenyl)ureido]-5H,10H-imidazo[1,2-a]indeno[1,2-e]-pyrazine-4-one in the form of a light brown solid melting above 260° C. (Analysis, % calculated C: 64.00, H: 3.76, F: 5.06, N: 18.66, O: 8.52, % found C: 64.1, H: 3.4, N: 18.6)... The reactants are O=C([O-])[O-], CNC1CCN(Cc2ccccc2)CC1, CC#N, O=[N+]([O-])c1cc(F)ccc1F, [K+], [K+], O. Product: CN(c1ccc(F)cc1[N+](=O)[O-])C1CCN(Cc2ccccc2)CC1. RXN SMILES: [C:27](=[O:28])([O-:29])[O-:30].[CH2:12]([c:13]1[cH:14][cH:15][cH:16][cH:17][cH:18]1)[N:19]1[CH2:20][CH2:21][CH:22]([NH:25][CH3:26])[CH2:23][CH2:24]1.[CH3:34][C:35]#[N:36].[F:1][c:2]1[c:3]([N+:9](=[O:10])[O-:11])[cH:4][c:5]([F:8])[cH:6][cH:7]1.[K+:31].[K+:32].[OH2:33]>>[c:2]1([N:25]([CH:22]2[CH2:21][CH2:20][N:19]([CH2:12][c:13]3[cH:14][cH:15][cH:16][cH:17][cH:18]3)[CH2:24][CH2:23]2)[CH3:26])[c:3]([N+:9](=[O:10])[O-:11])[cH:4][c:5]([F:8])[cH:6][cH:7]1.